Dataset: the Open Reaction Database (ORD), a public repository of structured organic reaction records. Task: describe an organic reaction: reactants, conditions, products, and yield The reactants are CCOC(=O)CCc1c(C)cc(CCC(=O)c2sc(C(F)(F)F)c3c2CCC(C)(C)C3)cc1CC, C1CCOC1, CO, [Li+], [OH-], O=C(O)CC(O)(CC(=O)O)C(=O)O. Yields the product CCc1cc(CCC(=O)c2sc(C(F)(F)F)c3c2CCC(C)(C)C3)cc(C)c1CCC(=O)O. Reaction SMILES: [CH2:1]([CH3:2])[O:3][C:4]([CH2:5][CH2:6][c:7]1[c:8]([CH2:33][CH3:34])[cH:9][c:10]([CH2:14][CH2:15][C:16](=[O:17])[c:18]2[s:19][c:20]([C:29]([F:30])([F:31])[F:32])[c:21]3[c:22]2[CH2:23][CH2:24][C:25]([CH3:27])([CH3:28])[CH2:26]3)[cH:11][c:12]1[CH3:13])=[O:35].[CH2:36]1[O:37][CH2:38][CH2:39][CH2:40]1.[CH3:41][OH:42].[Li+:44].[OH-:43].[OH:45][C:46]([CH2:47][C:48]([C:49](=[O:50])[OH:51])([CH2:52][C:53](=[O:54])[OH:55])[OH:56])=[O:57]>>[O:3]=[C:4]([CH2:5][CH2:6][c:7]1[c:8]([CH2:33][CH3:34])[cH:9][c:10]([CH2:14][CH2:15][C:16](=[O:17])[c:18]2[s:19][c:20]([C:29]([F:30])([F:31])[F:32])[c:21]3[c:22]2[CH2:23][CH2:24][C:25]([CH3:27])([CH3:28])[CH2:26]3)[cH:11][c:12]1[CH3:13])[OH:35]. Starting materials: BrC=1C=C(C=CC1F)C=CC(=O)O (3-(3-bromo-4-fluoro-phenyl)-acrylic acid), S(=O)(Cl)Cl (thionyl chloride). Reaction conditions: temperature 100 celsius, time 2 hour. Product: BrC=1C=C(C=CC1F)C=CC(=O)Cl (3-(3-bromo-4-fluoro-phenyl)-acryloyl chloride). Reaction SMILES: [Br:1][C:2]1[CH:3]=[C:4]([CH:9]=[CH:10][C:11]([OH:13])=O)[CH:5]=[CH:6][C:7]=1[F:8].S(Cl)([Cl:16])=O>>[Br:1][C:2]1[CH:3]=[C:4]([CH:9]=[CH:10][C:11]([Cl:16])=[O:13])[CH:5]=[CH:6][C:7]=1[F:8]. Procedure: 3-(3-Bromo-4-fluoro-phenyl)-acrylic acid (3.3 g, 13.3 mmol) prepared in Step 1 was added to thionyl chloride (10.0 mL). The reaction mixture was stirred at 100° C. for 2 hours, concentrated under reduced pressure. The resulting residue was concentrated under reduced pressure three times, along with using toluene, to give 3.5 g of the titled compound as an unpurified dark brown liquid. Reactants: IC(I)I, [Cl-], [Cl-], [Cr+2], O=CC(F)(F)c1ccc(Cl)cc1, C1CCOC1, O. Product: FC(F)(C=CI)c1ccc(Cl)cc1. As a reaction SMILES: [CH:13]([I:14])([I:15])[I:16].[Cl-:23].[Cl-:24].[Cr+2:25].[F:1][C:2]([CH:3]=[O:4])([c:5]1[cH:6][cH:7][c:8]([Cl:11])[cH:9][cH:10]1)[F:12].[O:18]1[CH2:19][CH2:20][CH2:21][CH2:22]1.[OH2:17]>>[F:1][C:2]([CH:3]=[CH:13][I:14])([c:5]1[cH:6][cH:7][c:8]([Cl:11])[cH:9][cH:10]1)[F:12].